From a dataset of the Open Reaction Database (ORD), a public repository of structured organic reaction records. describe an organic reaction: reactants, conditions, products, and yield Reactants: NC1=CC=C2CCNCC2=C1 (7-amino-1,2,3,4-tetrahydroisoquinoline), C(C)(=O)OC(=C)C (isopropenyl acetate). Run in C(C)(=O)OCC (ethyl acetate). The product is C(C)(=O)N1CC2=CC(=CC=C2CC1)N (2-acetyl-7-amino-1,2,3,4-tetrahydroisoquinoline). RXN SMILES: [NH2:1][C:2]1[CH:11]=[C:10]2[C:5]([CH2:6][CH2:7][NH:8][CH2:9]2)=[CH:4][CH:3]=1.[C:12](OC(C)=C)(=[O:14])[CH3:13]>C(OCC)(=O)C>[C:12]([N:8]1[CH2:7][CH2:6][C:5]2[C:10](=[CH:11][C:2]([NH2:1])=[CH:3][CH:4]=2)[CH2:9]1)(=[O:14])[CH3:13]. Procedure: A mixture of 2.5 g. (16.8 mmol) 7-amino-1,2,3,4-tetrahydroisoquinoline, 30 ml. ethyl acetate and 2 ml. isopropenyl acetate was refluxed for approximately 16 hours and was then concentrated to dryness at reduced pressure. The residue was then recrystallized from a mixture of ethyl acetate and petroleum ether to afford 2-acetyl-7-amino-1,2,3,4-tetrahydroisoquinoline with a melting point of 98°-100° C. Starting materials: Br.BrC(C)C=1OC(C2=CC=CC=C2C1C=1C=NC(=CC1)C)=O (3-(1-Bromoethyl)-4-(6-methylpyridin-3-yl)-1H-isochromen-1-one hydrobromide), N1N=CC=2C1=NC=NC2N (1H-pyrazolo[3,4-d]pyrimidin-4-amine), C(=O)([O-])[O-].[K+].[K+] (K2CO3). Run in CN(C)C=O (DMF). Yields the product Phase B, NC1=C2C(=NC=N1)N(N=C2)C(C)C=2OC(C1=CC=CC=C1C2C=2C=NC(=CC2)C)=O (3-(1-(4-Amino-1H-pyrazolo[3,4-d]pyrimidin-1-yl)ethyl)-4-(6-methylpyridin-3-yl)-1H-isochromen-1-one). The yield is 14.9%. Reaction SMILES: Br.Br[CH:3]([C:5]1[O:6][C:7](=[O:22])[C:8]2[C:13]([C:14]=1[C:15]1[CH:16]=[N:17][C:18]([CH3:21])=[CH:19][CH:20]=1)=[CH:12][CH:11]=[CH:10][CH:9]=2)[CH3:4].[NH:23]1[C:27]2=[N:28][CH:29]=[N:30][C:31]([NH2:32])=[C:26]2[CH:25]=[N:24]1.C([O-])([O-])=O.[K+].[K+]>CN(C=O)C>[NH2:32][C:31]1[N:30]=[CH:29][N:28]=[C:27]2[N:23]([CH:3]([C:5]3[O:6][C:7](=[O:22])[C:8]4[C:13]([C:14]=3[C:15]3[CH:16]=[N:17][C:18]([CH3:21])=[CH:19][CH:20]=3)=[CH:12][CH:11]=[CH:10][CH:9]=4)[CH3:4])[N:24]=[CH:25][C:26]=12 |f:0.1,3.4.5|. Reported procedure: 3-(1-Bromoethyl)-4-(6-methylpyridin-3-yl)-1H-isochromen-1-one hydrobromide (intermediate C10, 120 mg, 0.282 mmol), 1H-pyrazolo[3,4-d]pyrimidin-4-amine (76 mg, 0.565 mmol), and K2CO3 (117 mg, 0.847 mmol) were stirred in DMF (1.5 ml) at 50° C. for 2.5 hrs. The reaction mixture was diluted with 1M HClaqueous (2 ml) and purified via reverse phase chromatography with a Biotage C18 SNAP column (Phase A, water 95%, ACN 5%, formic acid 0.1%); Phase B ACN 95%, water 5%, formic acid 0.1%) to give the titl... Starting materials: CCOC(=O)C(C)Br, CS(C)=O, CO, [Na], Oc1ncn(-c2cccc(C(F)(F)F)c2)n1. Yields the product CCOC(=O)C(C)Oc1ncn(-c2cccc(C(F)(F)F)c2)n1. Reaction SMILES: [Br:22][CH:23]([C:24](=[O:25])[O:26][CH2:27][CH3:28])[CH3:29].[CH3:2][S:3]([CH3:4])=[O:5].[CH3:30][OH:31].[Na:1].[OH:6][c:7]1[n:8][n:9](-[c:12]2[cH:13][c:14]([C:18]([F:19])([F:20])[F:21])[cH:15][cH:16][cH:17]2)[cH:10][n:11]1>>[O:6]([c:7]1[n:8][n:9](-[c:12]2[cH:13][c:14]([C:18]([F:19])([F:20])[F:21])[cH:15][cH:16][cH:17]2)[cH:10][n:11]1)[CH:23]([C:24](=[O:25])[O:26][CH2:27][CH3:28])[CH3:29]. The reactants are CC=1N(C2=CC=CC=C2C1CCCC(=O)O)C(C1=CC(=CC=C1)[N+](=O)[O-])=O (4-[2-methyl-1-(3-nitrobenzoyl)indol-3-yl]butyric acid). The reagents and catalysts are [Pd] (palladium on activated carbon). Solvent: CO (methanol), O1CCOCC1 (1,4-dioxane). Run at temperature 20 celsius, time 45 minute. Yields the product NC=1C=C(C(=O)N2C(=C(C3=CC=CC=C23)CCCC(=O)O)C)C=CC1 (4-[1-(3-aminobenzoyl)-2-methylindol-3-yl]butyric acid). Isolated yield 88.9%. Reaction SMILES: [CH3:1][C:2]1[N:3]([C:17](=[O:27])[C:18]2[CH:23]=[CH:22][CH:21]=[C:20]([N+:24]([O-])=O)[CH:19]=2)[C:4]2[C:9]([C:10]=1[CH2:11][CH2:12][CH2:13][C:14]([OH:16])=[O:15])=[CH:8][CH:7]=[CH:6][CH:5]=2>CO.O1CCOCC1.[Pd]>[NH2:24][C:20]1[CH:19]=[C:18]([CH:23]=[CH:22][CH:21]=1)[C:17]([N:3]1[C:4]2[C:9](=[CH:8][CH:7]=[CH:6][CH:5]=2)[C:10]([CH2:11][CH2:12][CH2:13][C:14]([OH:16])=[O:15])=[C:2]1[CH3:1])=[O:27]. Reported procedure: To a solution of 4-[2-methyl-1-(3-nitrobenzoyl)indol-3-yl]butyric acid (600 mg) in a mixture of methanol (30 ml) and 1,4-dioxane (30 ml) was added 10% palladium on activated carbon (300 mg), and the mixture was stirred under hydrogen atmosphere (3 atm) at 20° C. for 45 minutes. The catalyst was filtered off and the filtrate was evaporated. The residue was chromatographed on a silica gel column (25 ml) eluting with a mixture of chloroform and methanol (10:1) to give 4-[1-(3-aminobenzoyl)-2-methyl... Reactants: O=C([O-])[O-], CC(=O)[O-], CC(=O)[O-], CCOC(=O)C=Cc1ccc(C(C)(C)C)cc1OS(=O)(=O)C(F)(F)F, CN1CCNCC1, Cc1ccccc1, [Cs+], [Cs+], [Pd+2]. Product: CCOC(=O)C=Cc1ccc(C(C)(C)C)cc1N1CCN(C)CC1. RXN SMILES: [C:1](=[O:2])([O-:3])[O-:4].[C:46]([O-:47])(=[O:48])[CH3:49].[C:51]([O-:52])(=[O:53])[CH3:54].[CH2:7]([CH3:8])[O:9][C:10]([CH:11]=[CH:12][c:13]1[c:14]([O:23][S:24]([C:25]([F:26])([F:27])[F:28])(=[O:29])=[O:30])[cH:15][c:16]([C:19]([CH3:20])([CH3:21])[CH3:22])[cH:17][cH:18]1)=[O:31].[CH3:32][N:33]1[CH2:34][CH2:35][NH:36][CH2:37][CH2:38]1.[CH3:39][c:40]1[cH:41][cH:42][cH:43][cH:44][cH:45]1.[Cs+:5].[Cs+:6].[Pd+2:50]>>[CH2:7]([CH3:8])[O:9][C:10]([CH:11]=[CH:12][c:13]1[c:14]([N:36]2[CH2:35][CH2:34][N:33]([CH3:32])[CH2:38][CH2:37]2)[cH:15][c:16]([C:19]([CH3:20])([CH3:21])[CH3:22])[cH:17][cH:18]1)=[O:31]. Reactants: OC1=C(C=C(C(=O)OC)C=C1)C=C(C)C (Methyl 4-hydroxy-3-(2-methyl-1-propenyl)benzoate), CCOC(=O)C (EtOAc). The reagents and catalysts are [Pd] (palladium on carbon). Reaction conditions: time 16 hour. Yields the product OC1=C(C=C(C(=O)OC)C=C1)CC(C)C (Methyl 4-hydroxy-3-(2-methylpropyl)benzoate). Isolated yield 76.8%. Reaction SMILES: [OH:1][C:2]1[CH:11]=[CH:10][C:5]([C:6]([O:8][CH3:9])=[O:7])=[CH:4][C:3]=1[CH:12]=[C:13]([CH3:15])[CH3:14].CCOC(C)=O>[Pd]>[OH:1][C:2]1[CH:11]=[CH:10][C:5]([C:6]([O:8][CH3:9])=[O:7])=[CH:4][C:3]=1[CH2:12][CH:13]([CH3:15])[CH3:14]. Procedure: To a stirred solution of methyl 4-hydroxy-3-(2-methylprop-1-enyl)benzoate T23.2 (0.320 g, 1.6 mmol) in EtOAc (2.00 mL, 20 mmol) at 23° C. was added palladium on carbon (0.017 g, 0.16 mmol). The reaction was stirred under an atmosphere of hydrogen (0.0031 g, 1.6 mmol) for 16 hours. The reaction mixture was then filtered and concentrated in vacuo to give a clear oil. The residue was purified on silica gel (0-20% EtOAc in hexanes) to yield T23.3 as a colorless oil (0.256 g, 79% yield) The reactants are FC=1C=C2CCCN(C2=CC1)C=1C(=NC2=CC=C(C=C2N1)C(=O)OC)OS(=O)(=O)C(F)(F)F (methyl 3-(6-fluoro-3,4-dihydroquinolin-1(2H)-yl)-2-(trifluoromethylsulfonyloxy)quinoxaline-6-carboxylate), FC=1C=CC2=C(C=C(O2)B(O)O)C1 (5-fluorobenzofuran-2-ylboronic acid), [O-]P(=O)([O-])[O-].[K+].[K+].[K+] (K3PO4), O1CCOCC1 (dioxane). The reagents and catalysts are O (water), C=1C=CC(=CC1)[P](C=2C=CC=CC2)(C=3C=CC=CC3)[Pd]([P](C=4C=CC=CC4)(C=5C=CC=CC5)C=6C=CC=CC6)([P](C=7C=CC=CC7)(C=8C=CC=CC8)C=9C=CC=CC9)[P](C=1C=CC=CC1)(C=1C=CC=CC1)C=1C=CC=CC1 (Pd(PPh3)4). Reaction conditions: temperature 90 celsius, time 1 hour. The product is FC=1C=C2C=C(CC2=CC1)C1=NC2=CC=C(C=C2N=C1N1CCCC2=CC(=CC=C12)F)C(=O)OC (methyl 2-(5-fluoro-1H-inden-2-yl)-3-(6-fluoro-3,4-dihydroquinolin-1(2H)-yl)quinoxaline-6-carboxylate). As a reaction SMILES: [F:1][C:2]1[CH:3]=[C:4]2[C:9](=[CH:10][CH:11]=1)[N:8]([C:12]1[C:13](OS(C(F)(F)F)(=O)=O)=[N:14][C:15]3[C:20]([N:21]=1)=[CH:19][C:18]([C:22]([O:24][CH3:25])=[O:23])=[CH:17][CH:16]=3)[CH2:7][CH2:6][CH2:5]2.[F:34][C:35]1[CH:36]=[CH:37][C:38]2O[C:41](B(O)O)=[CH:40][C:39]=2[CH:46]=1.[O-]P([O-])([O-])=O.[K+].[K+].[K+].O1CCOC[CH2:56]1>O.C1C=CC([P]([Pd]([P](C2C=CC=CC=2)(C2C=CC=CC=2)C2C=CC=CC=2)([P](C2C=CC=CC=2)(C2C=CC=CC=2)C2C=CC=CC=2)[P](C2C=CC=CC=2)(C2C=CC=CC=2)C2C=CC=CC=2)(C2C=CC=CC=2)C2C=CC=CC=2)=CC=1>[F:34][C:35]1[CH:46]=[C:39]2[C:38](=[CH:37][CH:36]=1)[CH2:56][C:41]([C:13]1[C:12]([N:8]3[C:9]4[C:4](=[CH:3][C:2]([F:1])=[CH:11][CH:10]=4)[CH2:5][CH2:6][CH2:7]3)=[N:21][C:20]3[C:15](=[CH:16][CH:17]=[C:18]([C:22]([O:24][CH3:25])=[O:23])[CH:19]=3)[N:14]=1)=[CH:40]2 |f:2.3.4.5,^1:65,67,86,105|. Procedure: To a solution of methyl 3-(6-fluoro-3,4-dihydroquinolin-1(2H)-yl)-2-(trifluoromethylsulfonyloxy)quinoxaline-6-carboxylate (From Ex. 6, step 3, 200 mg, crude) in dioxane (5.0 mL) and three drops of water was added 5-fluorobenzofuran-2-ylboronic acid (210 mg, 1.07 mmol), K3PO4 (272 mg, 1.29 mmol) and Pd(PPh3)4 (25 mg, 0.02 mmol). The reaction was stirred for 1 h at 90° C. under an inert atmosphere of nitrogen in an oil bath. The reaction mixture was concentrated under vacuum to give the residue, w... Starting materials: ClC1=NC2=CC=CC=C2C(=N1)N(C)C1=CC=CC=C1 (2-Chloro-4-(N-methylphenylamino)quinazoline), NC1=CC=CC=C1 (aniline). Run in C(C)O (ethanol). Yields the product Cl.C1(=CC=CC=C1)NC1=NC2=CC=CC=C2C(=N1)N(C)C1=CC=CC=C1 (2-phenylamino-4-(N-methylphenylamino)quinazoline hydrochloride). Reaction SMILES: [Cl:1][C:2]1[N:11]=[C:10]([N:12]([C:14]2[CH:19]=[CH:18][CH:17]=[CH:16][CH:15]=2)[CH3:13])[C:9]2[C:4](=[CH:5][CH:6]=[CH:7][CH:8]=2)[N:3]=1.[NH2:20][C:21]1[CH:26]=[CH:25][CH:24]=[CH:23][CH:22]=1>C(O)C>[ClH:1].[C:21]1([NH:20][C:2]2[N:11]=[C:10]([N:12]([C:14]3[CH:19]=[CH:18][CH:17]=[CH:16][CH:15]=3)[CH3:13])[C:9]3[C:4](=[CH:5][CH:6]=[CH:7][CH:8]=3)[N:3]=2)[CH:26]=[CH:25][CH:24]=[CH:23][CH:22]=1 |f:3.4|. Procedure: 2-Chloro-4-(N-methylphenylamino)quinazoline (2.0 g, 0.007 mol) was dissolved in ethanol (20 ml) with aniline (1.37 g, 0.15 mol) and heated in a sealed vessel at 150° for 5 hours. After cooling and removal of excess solvent in vacuo pressure the solid was treated with ethanolic hydrogen chloride to form the hydrochloride which was recrystallised from ethanol to give 2-phenylamino-4-(N-methylphenylamino)quinazoline hydrochloride (1.99 g, 74%), m.p. 265°-267°. Reactants: COC(=O)CC(=O)Nc1ccc(OCc2cccc(F)c2)c(Cl)c1, CO, N. The product is NC(=O)CC(=O)Nc1ccc(OCc2cccc(F)c2)c(Cl)c1. RXN SMILES: [CH3:1][O:2][C:3]([CH2:4][C:5](=[O:6])[NH:7][c:8]1[cH:9][c:10]([Cl:23])[c:11]([O:14][CH2:15][c:16]2[cH:17][c:18]([F:22])[cH:19][cH:20][cH:21]2)[cH:12][cH:13]1)=[O:24].[CH3:26][OH:27].[NH3:25]>>[O:2]=[C:3]([CH2:4][C:5](=[O:6])[NH:7][c:8]1[cH:9][c:10]([Cl:23])[c:11]([O:14][CH2:15][c:16]2[cH:17][c:18]([F:22])[cH:19][cH:20][cH:21]2)[cH:12][cH:13]1)[NH2:25].